This data is from the Open Reaction Database (ORD), a public repository of structured organic reaction records. The task is: describe an organic reaction: reactants, conditions, products, and yield The reactants are FC1=C(C=CC(=C1)C(C)C1=NOC(=C1)N=C(N=C(N1CCOCC1)N)N1CCOCC1)C1=CC=CC=C1 ([({3-[1-(2-Fluoro-biphenyl-4-yl)-ethyl]-isoxazol-5-ylimino}-morpholin-4-yl-methylimino)-morpholine-4-yl-methyl]-amine), Cl.O1CCOCC1 (hydrogen chloride 1,4-dioxane). The solvent is O1CCOCC1 (1,4-dioxane). Reaction conditions: time 2 hour. Product: Cl.FC1=C(C=CC(=C1)C(C)C1=NOC(=C1)N=C(N=C(N1CCOCC1)N)N1CCOCC1)C1=CC=CC=C1 ([({3-[1-(2-Fluoro-biphenyl-4-yl)-ethyl]-isoxazol-5-ylimino}-morpholin-4-yl-methylimino)-morpholin-4-yl-methyl]-amine hydrochloride). RXN SMILES: [F:1][C:2]1[CH:7]=[C:6]([CH:8]([C:10]2[CH:14]=[C:13]([N:15]=[C:16]([N:26]3[CH2:31][CH2:30][O:29][CH2:28][CH2:27]3)[N:17]=[C:18]([NH2:25])[N:19]3[CH2:24][CH2:23][O:22][CH2:21][CH2:20]3)[O:12][N:11]=2)[CH3:9])[CH:5]=[CH:4][C:3]=1[C:32]1[CH:37]=[CH:36][CH:35]=[CH:34][CH:33]=1.[ClH:38].O1CCOCC1>O1CCOCC1>[ClH:38].[F:1][C:2]1[CH:7]=[C:6]([CH:8]([C:10]2[CH:14]=[C:13]([N:15]=[C:16]([N:26]3[CH2:31][CH2:30][O:29][CH2:28][CH2:27]3)[N:17]=[C:18]([NH2:25])[N:19]3[CH2:24][CH2:23][O:22][CH2:21][CH2:20]3)[O:12][N:11]=2)[CH3:9])[CH:5]=[CH:4][C:3]=1[C:32]1[CH:33]=[CH:34][CH:35]=[CH:36][CH:37]=1 |f:1.2,4.5|. Reported procedure: The compound (1.66 g) obtained in Example 108 was dissolved in 1,4-dioxane (20 ml) and thereto was added a 4 N hydrogen chloride/1,4-dioxane solution (1.00 ml), after which the resulting mixture was stirred at room temperature for 2 hours, upon which a white precipitate separated. The reaction mixture was heated to 100° C. to dissolve the precipitate and thereafter allowed to slowly cool with stirring. The resulting white precipitate was separated by filtration to obtain the desired compound (1.... The product is C(CC)N1C=C(CCC1)C(=O)CCC (propyl 1-propyl-1,4,5,6-tetrahydro-3-pyridyl ketone). Starting materials: [Br-].C(C=C)[N+]1=CC(=CC=C1)C(CCC)=O (1-(2-Propenyl)-3-butyryl pyridinium bromide), C1(=CC=CC=C1)CCN1C=C(CCC1)C(=O)C (Methyl 1-(2-phenylethyl)-1,4,5,6-tetrahydro-3-pyridyl ketone). Reported procedure: 1-(2-Propenyl)-3-butyryl pyridinium bromide was hydrogenated according to the procedure described in Part (b) of Example 6 to give propyl 1-propyl-1,4,5,6-tetrahydro-3-pyridyl ketone. The product was distilled as a pale yellow oil (b.pt 150-153°C./0.3 mm Hg) Reaction SMILES: [Br-].[CH2:2]([N+:5]1[CH:10]=[CH:9][CH:8]=[C:7]([C:11](=[O:15])[CH2:12][CH2:13][CH3:14])[CH:6]=1)[CH:3]=[CH2:4].C1(CCN2CCCC(C(C)=O)=C2)C=CC=CC=1>>[CH2:2]([N:5]1[CH2:10][CH2:9][CH2:8][C:7]([C:11]([CH2:12][CH2:13][CH3:14])=[O:15])=[CH:6]1)[CH2:3][CH3:4] |f:0.1|. The reactants are B, C1CCOC1, Cc1nc(NCCc2ccccc2)c2c(n1)N(c1ccccc1)C(=O)C2, Cl, [Na+], C1CCOC1, [OH-]. Yields the product Cc1nc(NCCc2ccccc2)c2c(n1)N(c1ccccc1)CC2. RXN SMILES: [BH3:1].[CH2:2]1[O:3][CH2:4][CH2:5][CH2:6]1.[CH2:7]([c:8]1[cH:9][cH:10][cH:11][cH:12][cH:13]1)[CH2:14][NH:15][c:16]1[c:17]2[c:18]([n:19][c:20]([CH3:22])[n:21]1)[N:23]([c:27]1[cH:28][cH:29][cH:30][cH:31][cH:32]1)[C:24](=[O:26])[CH2:25]2.[ClH:33].[Na+:35].[O:36]1[CH2:37][CH2:38][CH2:39][CH2:40]1.[OH-:34]>>[CH2:7]([c:8]1[cH:9][cH:10][cH:11][cH:12][cH:13]1)[CH2:14][NH:15][c:16]1[c:17]2[c:18]([n:19][c:20]([CH3:22])[n:21]1)[N:23]([c:27]1[cH:28][cH:29][cH:30][cH:31][cH:32]1)[CH2:24][CH2:25]2.